This data is from the Open Reaction Database (ORD), a public repository of structured organic reaction records. The task is: describe an organic reaction: reactants, conditions, products, and yield Reactants: [Br-], C[Mg+], CCOCC, CCOC(C)=O, CS(=O)(=O)C1(F)Cc2cc(Cl)ccc2C1=O, C1CCOC1. The product is CC1(O)c2ccc(Cl)cc2CC1(F)S(C)(=O)=O. RXN SMILES: [Br-:17].[CH3:18][Mg+:19].[CH3:25][CH2:26][O:27][CH2:28][CH3:29].[CH3:30][CH2:31][O:32][C:33](=[O:34])[CH3:35].[Cl:1][c:2]1[cH:3][c:4]2[c:8]([cH:9][cH:10]1)[C:7](=[O:11])[C:6]([S:12](=[O:13])(=[O:14])[CH3:15])([F:16])[CH2:5]2.[O:20]1[CH2:21][CH2:22][CH2:23][CH2:24]1>>[Cl:1][c:2]1[cH:3][c:4]2[c:8]([cH:9][cH:10]1)[C:7]([OH:11])([CH3:18])[C:6]([S:12](=[O:13])(=[O:14])[CH3:15])([F:16])[CH2:5]2.